From a dataset of the Open Reaction Database (ORD), a public repository of structured organic reaction records. describe an organic reaction: reactants, conditions, products, and yield Starting materials: ClCC=1N=C(OC1C)C1=CC=C(C=C1)OC(C)C (4-chloromethyl-2-(4-isopropoxy-phenyl)-5-methyl-oxazole), C([O-])([O-])=O.[Cs+].[Cs+] (cesium carbonate), [I-].[K+] (potassium iodide), COC([C@H](CC1=C(C=C(C=C1)O)C)OCC)=O ((2S)-2-ethoxy-3-(4-hydroxy-2-methyl-phenyl)-propionic acid methyl ester). The product is COC([C@H](CC1=C(C=C(C=C1)OCC=1N=C(OC1C)C1=CC=C(C=C1)OC(C)C)C)OCC)=O ((S)-2-ethoxy-3-{4-[2-(4-isopropoxy-phenyl)-5-methyl-oxazol-4-ylmethoxy]-2-methyl-phenyl}-propionic acid methyl ester). RXN SMILES: [CH3:1][O:2][C:3](=[O:17])[C@@H:4]([O:14][CH2:15][CH3:16])[CH2:5][C:6]1[CH:11]=[CH:10][C:9]([OH:12])=[CH:8][C:7]=1[CH3:13].Cl[CH2:19][C:20]1[N:21]=[C:22]([C:26]2[CH:31]=[CH:30][C:29]([O:32][CH:33]([CH3:35])[CH3:34])=[CH:28][CH:27]=2)[O:23][C:24]=1[CH3:25].C(=O)([O-])[O-].[Cs+].[Cs+].[I-].[K+]>>[CH3:1][O:2][C:3](=[O:17])[C@@H:4]([O:14][CH2:15][CH3:16])[CH2:5][C:6]1[CH:11]=[CH:10][C:9]([O:12][CH2:19][C:20]2[N:21]=[C:22]([C:26]3[CH:31]=[CH:30][C:29]([O:32][CH:33]([CH3:35])[CH3:34])=[CH:28][CH:27]=3)[O:23][C:24]=2[CH3:25])=[CH:8][C:7]=1[CH3:13] |f:2.3.4,5.6|. Procedure details: In analogy to the procedure described in example 1 f], (2S)-2-ethoxy-3-(4-hydroxy-2-methyl-phenyl)-propionic acid methyl ester (example 1 d]) was reacted with 4-chloromethyl-2-(4-isopropoxy-phenyl)-5-methyl-oxazole in the presence of cesium carbonate and potassium iodide to yield (S)-2-ethoxy-3-{4-[2-(4-isopropoxy-phenyl)-5-methyl-oxazol-4-ylmethoxy]-2-methyl-phenyl}-propionic acid methyl ester as colorless liquid. Reactants: CCOC(C)=O, CCOC(=O)Cl, CCn1c(-c2ccc(N)cc2)c(C#N)c2ccc(OC)cc21, [Na+], O=C([O-])O, O. The product is CCOC(=O)Nc1ccc(-c2c(C#N)c3ccc(OC)cc3n2CC)cc1. As a reaction SMILES: [CH3:29][CH2:30][O:31][C:32]([CH3:33])=[O:34].[Cl:23][C:24](=[O:25])[O:26][CH2:27][CH3:28].[NH2:1][c:2]1[cH:3][cH:4][c:5](-[c:8]2[n:9]([CH2:21][CH3:22])[c:10]3[cH:11][c:12]([O:19][CH3:20])[cH:13][cH:14][c:15]3[c:16]2[C:17]#[N:18])[cH:6][cH:7]1.[Na+:39].[O-:35][C:36]([OH:37])=[O:38].[OH2:40]>>[NH:1]([c:2]1[cH:3][cH:4][c:5](-[c:8]2[n:9]([CH2:21][CH3:22])[c:10]3[cH:11][c:12]([O:19][CH3:20])[cH:13][cH:14][c:15]3[c:16]2[C:17]#[N:18])[cH:6][cH:7]1)[C:24](=[O:25])[O:26][CH2:27][CH3:28]. The reactants are CCOC(=O)c1cc2c([nH]1)CN(Cc1ccccc1)CC2, CCO. The product is CCOC(=O)c1cc2c([nH]1)CNCC2. As a reaction SMILES: [CH2:1]([c:2]1[cH:3][cH:4][cH:5][cH:6][cH:7]1)[N:8]1[CH2:9][c:10]2[c:11]([cH:14][c:15]([C:17](=[O:18])[O:19][CH2:20][CH3:21])[nH:16]2)[CH2:12][CH2:13]1.[CH3:22][CH2:23][OH:24]>>[NH:8]1[CH2:9][c:10]2[c:11]([cH:14][c:15]([C:17](=[O:18])[O:19][CH2:20][CH3:21])[nH:16]2)[CH2:12][CH2:13]1. Reported procedure: Stir a mixture of ({3-[5-(3,5-Dichloro-4-fluoro-phenyl)-5-trifluoromethyl-4,5-dihydro-isoxazol-3-yl]-5,6-dihydro-4H-cyclopenta[c]thiophene-1-carbonyl}-amino)-acetic acid methyl ester (11 g, 18.6 mmol) and LiOH—H2O (1.56 g, 37.2 mmol) in THF (100 mL) and water (50 mL) at room temperature for overnight. After being checked with TLC, the solvent is removed under vacuum, dilute the residue with water (50 mL). Acidify the aqueous mixture with 2M HCl to pH=3, and extract the resultant mixture with EtO... Yields the product ClC=1C=C(C=C(C1F)Cl)C1(CC(=NO1)C1=C2C(=C(S1)C(=O)NCC(=O)O)CCC2)C(F)(F)F (({3-[5-(3,5-Dichloro-4-fluoro-phenyl)-5-trifluoromethyl-4,5-dihydro-isoxazol-3-yl]-5,6-dihydro-4H-cyclopenta[c]thiophene-1-carbonyl}-amino)-acetic acid). The reactants are COC(CNC(=O)C=1SC(=C2C1CCC2)C2=NOC(C2)(C(F)(F)F)C2=CC(=C(C(=C2)Cl)F)Cl)=O (({3-[5-(3,5-Dichloro-4-fluoro-phenyl)-5-trifluoromethyl-4,5-dihydro-isoxazol-3-yl]-5,6-dihydro-4H-cyclopenta[c]thiophene-1-carbonyl}-amino)-acetic acid methyl ester), O[Li].O (LiOH—H2O). The solvent is C1CCOC1 (THF), O (water). Reaction SMILES: C[O:2][C:3](=[O:34])[CH2:4][NH:5][C:6]([C:8]1[S:9][C:10]([C:16]2[CH2:20][C:19]([C:25]3[CH:30]=[C:29]([Cl:31])[C:28]([F:32])=[C:27]([Cl:33])[CH:26]=3)([C:21]([F:24])([F:23])[F:22])[O:18][N:17]=2)=[C:11]2[CH2:15][CH2:14][CH2:13][C:12]=12)=[O:7].O[Li].O>C1COCC1.O>[Cl:31][C:29]1[CH:30]=[C:25]([C:19]2([C:21]([F:22])([F:24])[F:23])[O:18][N:17]=[C:16]([C:10]3[S:9][C:8]([C:6]([NH:5][CH2:4][C:3]([OH:34])=[O:2])=[O:7])=[C:12]4[CH2:13][CH2:14][CH2:15][C:11]=34)[CH2:20]2)[CH:26]=[C:27]([Cl:33])[C:28]=1[F:32] |f:1.2|. The reactants are C(C=C)C1=C(C(=O)OC)C(=CC=C1)N (Methyl 2-allyl-6-aminobenzoate), intermediate, [OH-].[K+] (potassium hydroxide). Run in C(C)O (ethanol). Yields the product C(C=C)C1=C(C(=O)O)C(=CC=C1)N (2-Allyl-6-aminobenzoic acid). As a reaction SMILES: [CH2:1]([C:4]1[CH:13]=[CH:12][CH:11]=[C:10]([NH2:14])[C:5]=1[C:6]([O:8]C)=[O:7])[CH:2]=[CH2:3].[OH-].[K+]>C(O)C>[CH2:1]([C:4]1[CH:13]=[CH:12][CH:11]=[C:10]([NH2:14])[C:5]=1[C:6]([OH:8])=[O:7])[CH:2]=[CH2:3] |f:1.2|. Reported procedure: To a solution of Step 2 intermediate (3.0 g, 15.7 mmol) in ethanol (10 ml) was added 2.0 M potassium hydroxide (4.0 ml) and the mixture was refluxed for 3 h. The mixture was concentrated under reduced pressure and diluted with water. The basic aqueous solution containing the product was washed with diethyl ether (2×25 ml). The aqueous solution was acidified to pH 4.0 with 1N HCl. The solid separated out was filtered and washed with water and dried to give 550 mg of the product as an off-white so... The reactants are C(C)(=O)OC1=C(C(=C(C=C1C)O)C)C (4-Acetoxy-2,3,5-trimethylphenol), C=O (paraformaldehyde), C(CCC)O (1-butanol), C(C)NCC (diethylamine), C(C)(=O)O (acetic acid). The solvent is C1(=CC=CC=C1)C (toluene), C1(=CC=CC=C1)C (toluene). Conditions: time 9.5 hour. Yields the product C(C)(=O)OC1=C(C(=C(C(=C1C)COCCCC)O)C)C (4-acetoxy-2,3,5-trimethyl-6-butoxymethyl-1-hydroxybenzene). RXN SMILES: [C:1]([O:4][C:5]1[C:10]([CH3:11])=[CH:9][C:8]([OH:12])=[C:7]([CH3:13])[C:6]=1[CH3:14])(=[O:3])[CH3:2].C=O.[CH2:17]([OH:21])[CH2:18][CH2:19][CH3:20].[CH2:22](NCC)C.C(O)(=O)C>C1(C)C=CC=CC=1>[C:1]([O:4][C:5]1[C:10]([CH3:11])=[C:9]([CH2:22][O:21][CH2:17][CH2:18][CH2:19][CH3:20])[C:8]([OH:12])=[C:7]([CH3:13])[C:6]=1[CH3:14])(=[O:3])[CH3:2]. Procedure: 4-Acetoxy-2,3,5-trimethylphenol (18.42 g; 100.0 mmol), 87.3% paraformaldehyde (4.13 g; 120.0 mmol), 1-butanol (48.18 g; 650.0 mmol), diethylamine (0.73 g; 10.0 mmol) and acetic acid (3.03 g; 2.5 mmol) were mixed together, then the mixture was reacted under reflux with stirring for 9.5 hours. After completion of the reaction, toluene was added into the resulting mixture for extraction of the resulting product in toluene, and then the toluene phase was separated. After the separated toluene phase ... Starting materials: CC(C)(C)OC(=O)Nc1ccc(CC(=O)Nc2c(N)n(CC3CC3)c(=O)n(Cc3ccccc3F)c2=O)cc1, Cl, C1COCCO1. The product is Cl, Nc1ccc(CC(=O)Nc2c(N)n(CC3CC3)c(=O)n(Cc3ccccc3F)c2=O)cc1. RXN SMILES: [C:1]([O:2][C:3](=[O:4])[NH:7][c:8]1[cH:9][cH:10][c:11]([CH2:14][C:15]([NH:16][c:17]2[c:18](=[O:37])[n:19]([CH2:29][c:30]3[c:31]([F:36])[cH:32][cH:33][cH:34][cH:35]3)[c:20](=[O:28])[n:21]([CH2:24][CH:25]3[CH2:26][CH2:27]3)[c:22]2[NH2:23])=[O:38])[cH:12][cH:13]1)([CH3:5])([CH3:6])[CH3:39].[ClH:40].[O:41]1[CH2:42][CH2:43][O:44][CH2:45][CH2:46]1>>[ClH:40].[NH2:7][c:8]1[cH:9][cH:10][c:11]([CH2:14][C:15]([NH:16][c:17]2[c:18](=[O:37])[n:19]([CH2:29][c:30]3[c:31]([F:36])[cH:32][cH:33][cH:34][cH:35]3)[c:20](=[O:28])[n:21]([CH2:24][CH:25]3[CH2:26][CH2:27]3)[c:22]2[NH2:23])=[O:38])[cH:12][cH:13]1. Starting materials: OC(C(=O)C1=CC=C(C=C1)S(=O)(=O)C)(C)C (2-hydroxy-4'-(methylsulfonyl) isobutyrophenone), FC=1C=C(C=CC1)CC(=O)O (3-fluorophenylacetic acid), CC1=CC=C(C=C1)S(=O)(=O)[O-].C[N+]1(CCOCC1)CCN=C=NC2CCCCC2 (1-cyclohexyl-3-(2-morpholinoethyl)carbodiimide metho-p-toluenesulfonate), Cl (HCl). The reagents and catalysts are CN(C)C=1C=CN=CC1 (DMAP). Run in C(Cl)Cl (CH2Cl2). Conditions: time 17 hour. Yields the product FC=1C=C(C=CC1)CC(=O)OC(C(=O)C1=CC=C(C=C1)S(=O)(=O)C)(C)C (3-Fluorophenylacetic acid, 1,1-dimethyl-2-(4-(methylsulfonyl)phenyl)-2-oxo-ethyl ester). Yield: 85.2%. Reaction SMILES: [OH:1][C:2]([CH3:16])([CH3:15])[C:3]([C:5]1[CH:10]=[CH:9][C:8]([S:11]([CH3:14])(=[O:13])=[O:12])=[CH:7][CH:6]=1)=[O:4].[F:17][C:18]1[CH:19]=[C:20]([CH2:24][C:25](O)=[O:26])[CH:21]=[CH:22][CH:23]=1.CC1C=CC(S([O-])(=O)=O)=CC=1.C[N+]1(CCN=C=NC2CCCCC2)CCOCC1.Cl>CN(C1C=CN=CC=1)C.C(Cl)Cl>[F:17][C:18]1[CH:19]=[C:20]([CH2:24][C:25]([O:1][C:2]([CH3:16])([CH3:15])[C:3]([C:5]2[CH:6]=[CH:7][C:8]([S:11]([CH3:14])(=[O:13])=[O:12])=[CH:9][CH:10]=2)=[O:4])=[O:26])[CH:21]=[CH:22][CH:23]=1 |f:2.3|. Reported procedure: A mixture of 2-hydroxy-4'-(methylsulfonyl) isobutyrophenone (100 g), 3-fluorophenylacetic acid (83 g), 1-cyclohexyl-3-(2-morpholinoethyl)carbodiimide metho-p-toluenesulfonate (225 g) and DMAP (25 g) in CH2Cl2 (2 L) was mechanically stirred for 17 h at r.t. A solution of 1N HCl (1 L) was then added and the organic phase was separated, washed with a saturated solution of Na2 CO3 (0.4 L) and dried over MgSO4. After concentration, the residue was purified by silica gel chromatography, eluting with 3... Starting materials: C=CC=CCC (1,3-hexadiene), Cl[SiH](Cl)Cl (trichlorosilane). Reagents/catalysts: [Cl-].C(CCC)[P+](CCCC)(CCCC)CCCC (tetrabutylphosphonium chloride). Run at temperature 180 celsius. Product: CC1C=CC([Si]1(Cl)Cl)C (1,1-dichloro-2,5-dimethylsilacyclo-3-pentene), Cl[Si](C(C)C=CC(C)[Si](Cl)(Cl)Cl)(Cl)Cl (2,5-bis(trichlorosilyl)-3-hexene). The yield is 10.0%. RXN SMILES: [CH2:1]=[CH:2][CH:3]=[CH:4][CH2:5][CH3:6].[Cl:7][SiH:8]([Cl:10])[Cl:9]>[Cl-].C([P+](CCCC)(CCCC)CCCC)CCC>[CH3:1][CH:2]1[Si:8]([Cl:9])([Cl:7])[CH:5]([CH3:6])[CH:4]=[CH:3]1.[Cl:7][Si:8]([Cl:10])([Cl:9])[CH:2]([CH:3]=[CH:4][CH:5]([Si:8]([Cl:10])([Cl:9])[Cl:7])[CH3:6])[CH3:1] |f:2.3|. Reported procedure: As in Example 1, 1,3-hexadiene (1.00 g, 12.17 mmol), trichlorosilane (6.59 g, 48.65 mmol) and tetrabutylphosphonium chloride (0.36 g, 1.22 mmol) were added in a 25 mL stainless steel tube under nitrogen atmosphere. After sealing the cylinder with a cap, the reactor was maintained at 180° C. for 8 hours. The resulting mixture was distilled to yield 1.64 g (yield: 74%) of 1,1-dichloro-2,5-dimethylsilacyclo-3-pentene and 0.43 g (yield: 10%) of 2,5-bis(trichlorosilyl)-3-hexene main products. Starting materials: CC(CO)NC(=O)OC(C)(C)C, CCOC(=O)N=NC(=O)OCC, O=C1SC(Cc2ccc(O)cc2)C(=O)N1C(c1ccccc1)(c1ccccc1)c1ccccc1, c1ccc(P(c2ccccc2)c2ccccc2)cc1, c1ccccc1. The product is CC(COc1ccc(CC2SC(=O)N(C(c3ccccc3)(c3ccccc3)c3ccccc3)C2=O)cc1)NC(=O)OC(C)(C)C. As a reaction SMILES: [C:66]([CH3:67])([CH3:68])([CH3:69])[O:70][C:71](=[O:72])[NH:73][CH:74]([CH2:75][OH:76])[CH3:77].[O:1]=[C:2]([O:3][CH2:4][CH3:5])[N:6]=[N:7][C:8]([O:9][CH2:10][CH3:11])=[O:12].[OH:32][c:33]1[cH:34][cH:35][c:36]([CH2:37][CH:38]2[C:39](=[O:63])[N:40]([C:44]([c:45]3[cH:46][cH:47][cH:48][cH:49][cH:50]3)([c:51]3[cH:52][cH:53][cH:54][cH:55][cH:56]3)[c:57]3[cH:58][cH:59][cH:60][cH:61][cH:62]3)[C:41](=[O:43])[S:42]2)[cH:64][cH:65]1.[c:13]1([P:14]([c:15]2[cH:16][cH:17][cH:18][cH:19][cH:20]2)[c:21]2[cH:22][cH:23][cH:24][cH:25][cH:26]2)[cH:27][cH:28][cH:29][cH:30][cH:31]1.[cH:78]1[cH:79][cH:80][cH:81][cH:82][cH:83]1>>[O:32]([c:33]1[cH:34][cH:35][c:36]([CH2:37][CH:38]2[C:39](=[O:63])[N:40]([C:44]([c:45]3[cH:46][cH:47][cH:48][cH:49][cH:50]3)([c:51]3[cH:52][cH:53][cH:54][cH:55][cH:56]3)[c:57]3[cH:58][cH:59][cH:60][cH:61][cH:62]3)[C:41](=[O:43])[S:42]2)[cH:64][cH:65]1)[CH2:75][CH:74]([NH:73][C:71]([O:70][C:66]([CH3:67])([CH3:68])[CH3:69])=[O:72])[CH3:77].